This data is from the Open Reaction Database (ORD), a public repository of structured organic reaction records. The task is: describe an organic reaction: reactants, conditions, products, and yield Reactants: C(C)(C)(C)[Li] (t-butyllithium), O (water), C(C)(C)(C)OC(=O)NC1=CC(=CC(=C1)C(F)(F)F)Cl (N-(tert-butoxycarbonyl)-3-chloro-5-trifluoromethylaniline), O1CCCC1 (tetrahydrofuran), C(=O)=O (Dry Ice). Solvent: CCCCC (pentane). Reaction conditions: temperature -75 celsius. The product is C(C)(C)(C)OC(=O)C1=C(C(=O)O)C(=CC(=C1)C(F)(F)F)Cl (2-(tert-Butoxycarbonyl)-6-chloro-4-trifluoromethylbenzoic acid). Yield: 82.0%. Reaction SMILES: C(OC(N[C:9]1[CH:14]=[C:13]([C:15]([F:18])([F:17])[F:16])[CH:12]=[C:11]([Cl:19])[CH:10]=1)=O)(C)(C)C.[C:20]([Li])([CH3:23])([CH3:22])[CH3:21].[C:25](=[O:27])=[O:26].[OH2:28].[O:29]1[CH2:33]CCC1>CCCCC>[C:20]([O:26][C:25]([C:9]1[CH:14]=[C:13]([C:15]([F:16])([F:17])[F:18])[CH:12]=[C:11]([Cl:19])[C:10]=1[C:33]([OH:29])=[O:28])=[O:27])([CH3:23])([CH3:22])[CH3:21]. Reported procedure: To a cold (-100° C.) stirred solution of N-(tert-butoxycarbonyl)-3-chloro-5-trifluoromethylaniline 93.4 g, 11.5 mM) in dry tetrahydrofuran (30 mL) under a nitrogen atmosphere was added dropwise t-butyllithium (14.2 mL of 1.7 M solution, 24.2 mM) in pentane. The temperature of the reaction mixture was maintained at -103° to -98° C. during the addition and for 3.25 hr after the addition was completed. Crushed Dry Ice was then added to the cold reaction mixture which, after being allowed to warm to... The reactants are C(C)(=O)Cl (acetyl chloride), NC=1S\C(\C(N1)=O)=C/C=1C=C2C(=CC=NC2=CC1)OC1CCNCC1 (2-amino-5-[1-[4-(piperidin-4-yloxy)-quinolin-6-yl]-meth-(Z)-ylidene]-thiazol-4-one), C(C)(C)N(CC)C(C)C (diisopropylethyl amine), CN(C=O)C (dimethyl formamide). The solvent is ClCCl (dichloromethane), ClCCl (dichloromethane). Reaction conditions: temperature 0 celsius. The product is C(C)(=O)N1CCC(CC1)OC1=CC=NC2=CC=C(C=C12)\C=C/1\C(N=C(S1)N)=O (5-[1-[4-(1-Acetyl-piperidin-4-yloxy)-quinolin-6-yl]-meth-(Z)-ylidene]-2-amino-thiazol-4-one), C(C)(=O)N1CCC(CC1)OC1=CC=NC2=CC=C(C=C12)\C=C/1\C(N=C(S1)NC(C)=O)=O (N-{5-[1-[4-(1-acetyl-piperidin-4-yloxy)-quinolin-6-yl]-meth-(Z)-ylidene]-4-oxo-4,5-dihydro-thiazol-2-yl}-acetamide). RXN SMILES: [NH2:1][C:2]1[S:3]/[C:4](=[CH:8]\[C:9]2[CH:10]=[C:11]3[C:16](=[CH:17][CH:18]=2)[N:15]=[CH:14][CH:13]=[C:12]3[O:19][CH:20]2[CH2:25][CH2:24][NH:23][CH2:22][CH2:21]2)/[C:5](=[O:7])[N:6]=1.[CH:26]([N:29]([CH:32]([CH3:34])C)[CH2:30][CH3:31])([CH3:28])C.[C:35](Cl)(=[O:37])[CH3:36].CN(C)C=[O:42]>ClCCl>[C:35]([N:23]1[CH2:22][CH2:21][CH:20]([O:19][C:12]2[C:11]3[C:16](=[CH:17][CH:18]=[C:9](/[CH:8]=[C:4]4/[C:5](=[O:7])[N:6]=[C:2]([NH2:1])[S:3]/4)[CH:10]=3)[N:15]=[CH:14][CH:13]=2)[CH2:25][CH2:24]1)(=[O:37])[CH3:36].[C:32]([N:29]1[CH2:26][CH2:28][CH:20]([O:19][C:12]2[C:11]3[C:16](=[CH:17][CH:18]=[C:9](/[CH:8]=[C:4]4/[C:5](=[O:7])[N:6]=[C:2]([NH:1][C:35](=[O:37])[CH3:36])[S:3]/4)[CH:10]=3)[N:15]=[CH:14][CH:13]=2)[CH2:31][CH2:30]1)(=[O:42])[CH3:34]. Reported procedure: The suspension of 2-amino-5-[1-[4-(piperidin-4-yloxy)-quinolin-6-yl]-meth-(Z)-ylidene]-thiazol-4-one (223 mg, 0.63 mmol, example 48) and diisopropylethyl amine(1.4 ml, 7.9 mmol) in anhydrous dichloromethane and dimethyl formamide (1:1, 8 ml) was cooled to 0° C., followed by slow addition of acetyl chloride (54 mg, 0.69 mmol) in dichloromethane (0.5 ml). The resulting solution was then warmed up to room temperature for 1 hr. Both 5-[1-[4-(1-Acetyl-piperidin-4-yloxy)-quinolin-6-yl]-meth-(Z)-yliden... The reactants are CC(C)(C)OC(=O)NC(Cc1cc(I)ccc1OCc1ccccc1)C(=O)O, Cl, C1COCCO1. Product: NC(Cc1cc(I)ccc1OCc1ccccc1)C(=O)O, Cl. Reaction SMILES: [CH2:1]([c:2]1[cH:3][cH:4][cH:5][cH:6][cH:7]1)[O:8][c:9]1[c:10]([CH2:16][CH:17]([C:18](=[O:19])[OH:20])[NH:21][C:22]([O:23][C:24]([CH3:25])([CH3:26])[CH3:27])=[O:28])[cH:11][c:12]([I:15])[cH:13][cH:14]1.[ClH:29].[O:30]1[CH2:31][CH2:32][O:33][CH2:34][CH2:35]1>>[CH2:1]([c:2]1[cH:3][cH:4][cH:5][cH:6][cH:7]1)[O:8][c:9]1[c:10]([CH2:16][CH:17]([C:18](=[O:19])[OH:20])[NH2:21])[cH:11][c:12]([I:15])[cH:13][cH:14]1.[ClH:29]. Reactants: BrC(C)Br (Dibromoethane), ClC1=C(C=CC(=C1)[N+](=O)[O-])O (2-chloro-4-nitrophenol). Run in C([O-])([O-])=O.[K+].[K+] (potassium carbonate), O (water). Run at temperature 85 celsius, time 30 minute. The product is ClC1=C(OCCBr)C=CC(=C1)[N+](=O)[O-] (1-(2-chloro-4-nitrophenoxy)-2-bromoethane). Isolated yield 86.6%. Reaction SMILES: [Br:1][CH:2](Br)[CH3:3].[Cl:5][C:6]1[CH:11]=[C:10]([N+:12]([O-:14])=[O:13])[CH:9]=[CH:8][C:7]=1[OH:15]>C(=O)([O-])[O-].[K+].[K+].O>[Cl:5][C:6]1[CH:11]=[C:10]([N+:12]([O-:14])=[O:13])[CH:9]=[CH:8][C:7]=1[O:15][CH2:3][CH2:2][Br:1] |f:2.3.4|. Procedure: Dibromoethane (14.9 ml, 0.1728 mol) and 2-chloro-4-nitrophenol (10 g, 0.0576 mol) were dissolved in dimethylfomamide (250 ml) and potassium carbonate (9.55 g) was added to the resulting solution, followed by stirring at 85° C. for 30 min. Thereafter, the reaction solution was diluted with water and subjected to three extractions with ethyl acetate. The organic extracts were combined, dried with magnesium and the solvent was evaporated; thereafter, the residue was purified by being subjected to c... Reactants: FC1=CC=C2C(=NNC2=C1)C1CCNCC1 (6-fluoro-3-(4-piperidinyl)-1H-indazole), C(=O)([O-])[O-].[K+].[K+] (K2CO3), ClCCCOC1=C(C=C(C=C1)C(C)=O)OC (1-[4-(3-chloropropoxy)-3-methoxyphenyl]ethanone), C(C)#N (acetonitrile). Run in O (water). Product: FC1=CC=C2C(=NNC2=C1)C1CCN(CC1)CCCOCC(=O)C1=CC(=CC=C1)OC (3-[4-(6-Fluoro-1H-indazol-3-yl)-1-piperidinyl]propoxyl-3-methoxyphenyl-ethanone). RXN SMILES: [F:1][C:2]1[CH:10]=[C:9]2[C:5]([C:6]([CH:11]3[CH2:16][CH2:15][NH:14][CH2:13][CH2:12]3)=[N:7][NH:8]2)=[CH:4][CH:3]=1.[C:17]([O-:20])([O-])=O.[K+].[K+].ClCCCO[C:28]1[CH:33]=[CH:32][C:31]([C:34](=[O:36])[CH3:35])=[CH:30][C:29]=1[O:37][CH3:38].[C:39](#N)[CH3:40]>O>[F:1][C:2]1[CH:10]=[C:9]2[C:5]([C:6]([CH:11]3[CH2:16][CH2:15][N:14]([CH2:39][CH2:40][CH2:17][O:20][CH2:35][C:34]([C:31]4[CH:32]=[CH:33][CH:28]=[C:29]([O:37][CH3:38])[CH:30]=4)=[O:36])[CH2:13][CH2:12]3)=[N:7][NH:8]2)=[CH:4][CH:3]=1 |f:1.2.3|. Reported procedure: A stirred mixture of 6-fluoro-3-(4-piperidinyl)-1H-indazole (3.5 g, 16 mmol), K2CO3 (2.2 g), 1-[4-(3-chloropropoxy)-3-methoxyphenyl]ethanone (3.8 g, 16 mmol) and acetonitrile (90 ml) was refluxed for 16 hours. The reaction was poured into water and the resulting white solid, which precipitated from solution, was collected to afford 5.5 g of the desired product. The compound was recrystallized from dimethylformamide (twice) to afford 3.0 g (44%) of 1-[4-[3-[4-(6-fluoro-1H-indazol-3-yl)-1-piperidi... Starting materials: C(C)(C)(C)[Si](OC=1C=C(C=CC1)C(C)=O)(C)C (1-[3-(tert-Butyl-dimethyl-silanyloxy)-phenyl]-ethanone), [BH4-].[Na+] (sodium borohydride). The solvent is CO (MeOH). Run at time 20 minute. Yields the product C(C)(C)(C)[Si](OC=1C=C(C=CC1)C(C)O)(C)C (1-[3-(tert-Butyl-dimethyl-silanyloxy)-phenyl]-ethanol). RXN SMILES: [C:1]([Si:5]([CH3:17])([CH3:16])[O:6][C:7]1[CH:8]=[C:9]([C:13](=[O:15])[CH3:14])[CH:10]=[CH:11][CH:12]=1)([CH3:4])([CH3:3])[CH3:2].[BH4-].[Na+]>CO>[C:1]([Si:5]([CH3:17])([CH3:16])[O:6][C:7]1[CH:8]=[C:9]([CH:13]([OH:15])[CH3:14])[CH:10]=[CH:11][CH:12]=1)([CH3:2])([CH3:4])[CH3:3] |f:1.2|. Procedure: 1-[3-(tert-Butyl-dimethyl-silanyloxy)-phenyl]-ethanone (3.67 mmol) in MeOH (5 mL) was treated with sodium borohydride (0.139 g, 3.67 mmol). The reaction was stirred for 20 minutes, and then standard work-up provided the title compound. The reactants are [Li]CCCC, C#CCN1CCCC1, O=C1CCCCC1, C1CCOC1. The product is OC1(C#CCN2CCCC2)CCCCC1. Reaction SMILES: [CH2:9]([Li:10])[CH2:11][CH2:12][CH3:13].[N:1]1([CH2:6][C:7]#[CH:8])[CH2:2][CH2:3][CH2:4][CH2:5]1.[O:14]=[C:15]1[CH2:16][CH2:17][CH2:18][CH2:19][CH2:20]1.[O:21]1[CH2:22][CH2:23][CH2:24][CH2:25]1>>[N:1]1([CH2:6][C:7]#[C:8][C:15]2([OH:14])[CH2:16][CH2:17][CH2:18][CH2:19][CH2:20]2)[CH2:2][CH2:3][CH2:4][CH2:5]1.